This data is from the Open Reaction Database (ORD), a public repository of structured organic reaction records. The task is: describe an organic reaction: reactants, conditions, products, and yield As a reaction SMILES: BrC1C=CC(C(Cl)=O)=CC=1.[CH3:11][O:12][C:13]1[CH:14]=[C:15]2[C:20](=[CH:21][C:22]=1[O:23][CH3:24])[N:19]=[CH:18][CH:17]=[C:16]2[O:25][C:26]1[CH:32]=[CH:31][C:29]([NH2:30])=[CH:28][CH:27]=1.[Br:33][C:34]1[CH:39]=[CH:38][C:37]([C:40]([N:42]=[C:43]=[S:44])=[O:41])=[CH:36][CH:35]=1>C1(C)C=CC=CC=1.C(O)C>[Br:33][C:34]1[CH:35]=[CH:36][C:37]([C:40]([N:42]=[C:43]=[S:44])=[O:41])=[CH:38][CH:39]=1.[Br:33][C:34]1[CH:39]=[CH:38][C:37]([C:40]([NH:42][C:43]([NH:30][C:29]2[CH:31]=[CH:32][C:26]([O:25][C:16]3[C:15]4[C:20](=[CH:21][C:22]([O:23][CH3:24])=[C:13]([O:12][CH3:11])[CH:14]=4)[N:19]=[CH:18][CH:17]=3)=[CH:27][CH:28]=2)=[S:44])=[O:41])=[CH:36][CH:35]=1. Run in C(C)O (ethanol), C(C)O (ethanol), C1(=CC=CC=C1)C (toluene). The product is BrC1=CC=C(C=C1)C(=O)N=C=S (4-Bromo-1-benzenecarbonyl isothiocyanate), BrC1=CC=C(C(=O)NC(=S)NC2=CC=C(C=C2)OC2=CC=NC3=CC(=C(C=C23)OC)OC)C=C1 (N-(4-Bromobenzoyl)-N′-{4-[(6,7-dimethoxy-4-quinolyl)oxy]phenyl}thiourea). Yield: 63.0%. Starting materials: BrC1=CC=C(C=C1)C(=O)N=C=S (4-bromo-1-benzenecarbonyl isothiocyanate), BrC1=CC=C(C=C1)C(=O)Cl (4-bromo-1-benzenecarbonyl chloride), COC=1C=C2C(=CC=NC2=CC1OC)OC1=CC=C(N)C=C1 (4-[(6,7Dimethoxy-4-quinolyl)oxy]aniline). Procedure: 4-Bromo-1-benzenecarbonyl isothiocyanate was prepared using commercially available 4-bromo-1-benzenecarbonyl chloride (80 mg) as a starting compound according to the description of the literature. 4-[(6,7Dimethoxy-4-quinolyl)oxy]aniline (50 mg) was dissolved in toluene (5 ml) and ethanol (1 ml) to prepare a solution. A solution of 4-bromo-1-benzenecarbonyl isothiocyanate in ethanol (1 ml) was then added to the solution, and the mixture was stirred at room temperature for 2 hr. The reaction solut... Conditions: time 2 hour. Starting materials: NC=1SC=C(N1)C(=O)N (2-Aminothiazol-4-carboxamide), C(C)(=O)OC(C)=O (acetic anhydride). Solvent: C(C)(=O)O (acetic acid). Yields the product C(C)(=O)NC=1SC=C(N1)C(=O)N (2-acetylaminothiazol-4-carboxamide). Isolated yield 90.6%. As a reaction SMILES: [NH2:1][C:2]1[S:3][CH:4]=[C:5]([C:7]([NH2:9])=[O:8])[N:6]=1.[C:10](OC(=O)C)(=[O:12])[CH3:11]>C(O)(=O)C>[C:10]([NH:1][C:2]1[S:3][CH:4]=[C:5]([C:7]([NH2:9])=[O:8])[N:6]=1)(=[O:12])[CH3:11]. Procedure details: g (28 mmol) 2-Aminothiazol-4-carboxamide was dissolved in 40 ml glacial acetic acid, to which added 2.8 ml (29.6 mmol) acetic anhydride, followed by reacting under reflux for 2 hr, and naturally cooling down to precipitate a large quantity of solids, which were filtered, washed and dried to obtain 4.7 g 2-acetylaminothiazol-4-carboxamide (yield 92%) with mp>250° C. Reactants: COc1cc(B2OC(C)(C)C(C)(C)O2)ccc1O, OCC(Nc1cncc(Cl)n1)c1ccccc1. Product: COc1cc(-c2cncc(NC(CO)c3ccccc3)n2)ccc1O. As a reaction SMILES: [CH3:18][O:19][c:20]1[c:21]([OH:35])[cH:22][cH:23][c:24]([B:26]2[O:27][C:28]([CH3:29])([CH3:30])[C:31]([CH3:32])([CH3:33])[O:34]2)[cH:25]1.[Cl:1][c:2]1[cH:3][n:4][cH:5][c:6]([NH:8][CH:9]([CH2:10][OH:11])[c:12]2[cH:13][cH:14][cH:15][cH:16][cH:17]2)[n:7]1>>[c:2]1(-[c:24]2[cH:23][cH:22][c:21]([OH:35])[c:20]([O:19][CH3:18])[cH:25]2)[cH:3][n:4][cH:5][c:6]([NH:8][CH:9]([CH2:10][OH:11])[c:12]2[cH:13][cH:14][cH:15][cH:16][cH:17]2)[n:7]1. Reactants: C1CCOC1, COc1ccc2c(Nc3c(Cl)cncc3Cl)cc(=O)oc2c1OCC1OC(=O)C2OC(C)(C)OC12, O, O=C(O)C(F)(F)F. Yields the product COc1ccc2c(Nc3c(Cl)cncc3Cl)cc(=O)oc2c1OCC1OC(=O)C(O)C1O. As a reaction SMILES: [CH2:44]1[O:45][CH2:46][CH2:47][CH2:48]1.[Cl:8][c:9]1[cH:10][n:11][cH:12][c:13]([Cl:42])[c:14]1[NH:15][c:16]1[cH:17][c:18](=[O:41])[o:19][c:20]2[c:21]([O:28][CH2:29][CH:30]3[O:31][C:32](=[O:40])[CH:33]4[O:34][C:35]([CH3:38])([CH3:39])[O:36][CH:37]34)[c:22]([O:26][CH3:27])[cH:23][cH:24][c:25]12.[OH2:43].[OH:1][C:2]([C:3]([F:4])([F:5])[F:6])=[O:7]>>[Cl:8][c:9]1[cH:10][n:11][cH:12][c:13]([Cl:42])[c:14]1[NH:15][c:16]1[cH:17][c:18](=[O:41])[o:19][c:20]2[c:21]([O:28][CH2:29][CH:30]3[O:31][C:32](=[O:40])[CH:33]([OH:34])[CH:37]3[OH:36])[c:22]([O:26][CH3:27])[cH:23][cH:24][c:25]12. The reactants are NC=1SC=C(N1)C(C(=O)OCC(C)C)=O (isobutyl 2-aminothiazol-4-ylglyoxylate), C1(=CC=CC=C1)N=C=O (phenyl isocyanate). Solvent: O1CCCC1 (tetrahydrofuran). Product: C1(=CC=CC=C1)NC(NC=1SC=C(N1)C(C(=O)OCC(C)C)=O)=O (Isobutyl 2-(3-phenylureido)thiazol-4-ylglyoxylate). RXN SMILES: [NH2:1][C:2]1[S:3][CH:4]=[C:5]([C:7](=[O:15])[C:8]([O:10][CH2:11][CH:12]([CH3:14])[CH3:13])=[O:9])[N:6]=1.[C:16]1([N:22]=[C:23]=[O:24])[CH:21]=[CH:20][CH:19]=[CH:18][CH:17]=1>O1CCCC1>[C:16]1([NH:22][C:23](=[O:24])[NH:1][C:2]2[S:3][CH:4]=[C:5]([C:7](=[O:15])[C:8]([O:10][CH2:11][CH:12]([CH3:13])[CH3:14])=[O:9])[N:6]=2)[CH:21]=[CH:20][CH:19]=[CH:18][CH:17]=1. Procedure details: Following a procedure similar to that described in Preparation 1, the desired compound was prepared from 1 g of isobutyl 2-aminothiazol-4-ylglyoxylate, 620 mg of phenyl isocyanate and 10 ml of tetrahydrofuran. The resulting product was a pale yellow powder having the following physical properties. Starting materials: CC(=O)O[BH-](OC(C)=O)OC(C)=O, CC(C)(C)OC(=O)N1CC(O)CC1C=O, CCN(CC)C(=O)N(C1CCCCC1)C1CC2CCC(C1)N2C(=O)C(N)Cc1ccc(Cl)cc1, ClCCl, [Na+]. Yields the product CCN(CC)C(=O)N(C1CCCCC1)C1CC2CCC(C1)N2C(=O)C(Cc1ccc(Cl)cc1)NCC1CC(O)CN1C(=O)OC(C)(C)C. Reaction SMILES: [C:50]([O:51][BH-:52]([O:53][C:54](=[O:55])[CH3:56])[O:57][C:58](=[O:59])[CH3:60])(=[O:61])[CH3:62].[CH:35](=[O:36])[CH:37]1[N:38]([C:43](=[O:44])[O:45][C:46]([CH3:47])([CH3:48])[CH3:49])[CH2:39][CH:40]([OH:42])[CH2:41]1.[Cl:1][c:2]1[cH:3][cH:4][c:5]([CH2:6][CH:7]([NH2:8])[C:9](=[O:10])[N:11]2[CH:12]3[CH2:13][CH:14]([N:19]([C:20](=[O:21])[N:22]([CH2:23][CH3:24])[CH2:25][CH3:26])[CH:27]4[CH2:28][CH2:29][CH2:30][CH2:31][CH2:32]4)[CH2:15][CH:16]2[CH2:17][CH2:18]3)[cH:33][cH:34]1.[Cl:64][CH2:65][Cl:66].[Na+:63]>>[Cl:1][c:2]1[cH:3][cH:4][c:5]([CH2:6][CH:7]([NH:8][CH2:35][CH:37]2[N:38]([C:43](=[O:44])[O:45][C:46]([CH3:47])([CH3:48])[CH3:49])[CH2:39][CH:40]([OH:42])[CH2:41]2)[C:9](=[O:10])[N:11]2[CH:12]3[CH2:13][CH:14]([N:19]([C:20](=[O:21])[N:22]([CH2:23][CH3:24])[CH2:25][CH3:26])[CH:27]4[CH2:28][CH2:29][CH2:30][CH2:31][CH2:32]4)[CH2:15][CH:16]2[CH2:17][CH2:18]3)[cH:33][cH:34]1. The reactants are N[C@@H](CO)C(=O)O (L-Serine), FC(C(=O)O)(F)F (trifluoroacetic acid), C(CC)(=O)Cl (Propionyl chloride). Run in C(C)OCC (diethyl ether). Conditions: time 1 hour. The product is C(CC)(=O)OC[C@H](N)C(=O)O (O-Propionyl-L-Serine). Isolated yield 65.0%. As a reaction SMILES: [NH2:1][C@H:2]([C:5]([OH:7])=[O:6])[CH2:3][OH:4].FC(F)(F)C(O)=O.[C:15](Cl)(=[O:18])[CH2:16][CH3:17]>C(OCC)C>[C:15]([O:4][CH2:3][C@@H:2]([C:5]([OH:7])=[O:6])[NH2:1])(=[O:18])[CH2:16][CH3:17]. Procedure: L-Serine (5.25 g, 50 mmol) was added with stirring to trifluoroacetic acid (35 ml) and the resultant was decanted from the insoluble material. Propionyl chloride (5.66 ml, 64.0 mmol) was then added to the solution and the mixture was stirred for 1 h at room temperature. Upon the addition of diethyl ether (6 ml), a white solid precipitated which redissolved upon stirring. The reaction vessel was sealed and left to stand overnight in a refrigerator. Further diethyl ether (30 ml) was added to the c... The reactants are C(C)(C)(C)OC(=O)N([C@H](C(=O)O)CC(C)(C)C)C ((S)-2-(tert-butoxycarbonyl(methyl)amino)-4,4-dimethylpentanoic acid), FC(C1=CC=C(C=C1)N1C[C@@H]2[C@H](C1)[C@H](CC2)N)(F)F ((3aR,4S,6aS)-2-[4-(trifluoromethyl)phenyl]octahydrocyclopenta[c]pyrrol-4-amine), FC(C1=CC=CC(=N1)N1C[C@@H]2[C@H](C1)[C@H](CC2)N)(F)F ((3aR,4S,6aS)-2-(6-(trifluoromethyl)pyridin-2-yl)octahydrocyclopenta[c]pyrrol-4-amine). Product: CN[C@@H](CCC)C(=O)N[C@H]1CC[C@@H]2CN(C[C@@H]21)C2=CC=C(C=C2)C(F)(F)F (N2-methyl-N-{(3aR,4S,6aS)-2-[4-(trifluoromethyl)phenyl]octahydrocyclopenta[c]pyrrol-4-yl}-L-norvalinamide). Reaction SMILES: C(O[C:6]([N:8](C)[C@@H:9]([CH2:13][C:14](C)(C)[CH3:15])[C:10](O)=[O:11])=O)(C)(C)C.[F:19][C:20]([F:37])([F:36])[C:21]1[CH:26]=[CH:25][C:24]([N:27]2[CH2:31][C@@H:30]3[C@@H:32]([NH2:35])[CH2:33][CH2:34][C@@H:29]3[CH2:28]2)=[CH:23][CH:22]=1.FC(F)(F)C1N=C(N2C[C@@H]3[C@@H](N)CC[C@@H]3C2)C=CC=1>>[CH3:6][NH:8][C@H:9]([C:10]([NH:35][C@@H:32]1[C@@H:30]2[C@@H:29]([CH2:28][N:27]([C:24]3[CH:23]=[CH:22][C:21]([C:20]([F:19])([F:36])[F:37])=[CH:26][CH:25]=3)[CH2:31]2)[CH2:34][CH2:33]1)=[O:11])[CH2:13][CH2:14][CH3:15]. Procedure: The title compound was prepared by substituting (S)-N-(tert-butoxycarbonyl)-N-methyl-L-norvaline for (S)-2-(tert-butoxycarbonyl(methyl)amino)-4,4-dimethylpentanoic acid and (3aR,4S,6aS)-2-[4-(trifluoromethyl)phenyl]octahydrocyclopenta[c]pyrrol-4-amine from Example 607 for (3aR,4S,6aS)-2-(6-(trifluoromethyl)pyridin-2-yl)octahydrocyclopenta[c]pyrrol-4-amine in the procedure described in Example 587: 1H NMR (500 MHz, pyridine-d5) δ ppm 8.27 (d, J=7.4, 1H), 7.58 (d, J=8.3, 2H), 6.63 (d, J=8.7, 2H), ...